From a dataset of the Open Reaction Database (ORD), a public repository of structured organic reaction records. describe an organic reaction: reactants, conditions, products, and yield Reactants: [N+](=O)([O-])C1=CC=C(C=C1)CS(=O)(=O)N ((4-nitro-phenyl)-methanesulfonamide). Reagents/catalysts: [Pd] (Pd/C). Run in CCO (EtOH). Reaction conditions: time 8 hour. The product is NC1=CC=C(C=C1)CS(=O)(=O)N ((4-amino-phenyl)-methanesulfonamide). Reaction SMILES: [N+:1]([C:4]1[CH:9]=[CH:8][C:7]([CH2:10][S:11]([NH2:14])(=[O:13])=[O:12])=[CH:6][CH:5]=1)([O-])=O>CCO.[Pd]>[NH2:1][C:4]1[CH:9]=[CH:8][C:7]([CH2:10][S:11]([NH2:14])(=[O:12])=[O:13])=[CH:6][CH:5]=1. Procedure details: step 2—To a solution of (4-nitro-phenyl)-methanesulfonamide (1.18 g, 5.41 mmol) in EtOH (120 mL) was added Pd/C (10%, 118 mg). The mixture was stirred overnight under H2 (balloon pressure), the catalyst was filtered off on a CELITE® pad and the filter cake was washed with EtOH. The filtrate was concentrated in vacuo to afford (4-amino-phenyl)-methanesulfonamide. The reactants are ClC=1N=C(C2=C(N1)C=C(S2)N)N2CCOCC2 (2-Chloro-4-morpholinothieno[3,2-d]pyrimidin-6-amine), C1(CC1)C(=O)Cl (cyclopropanecarbonyl chloride). Yields the product ClC=1N=C(C2=C(N1)C=C(S2)NC(=O)C2CC2)N2CCOCC2 (N-(2-chloro-4-morpholinothieno[3,2-d]pyrimidin-6-yl)cyclopropanecarboxamide). Reaction SMILES: [Cl:1][C:2]1[N:3]=[C:4]([N:12]2[CH2:17][CH2:16][O:15][CH2:14][CH2:13]2)[C:5]2[S:10][C:9]([NH2:11])=[CH:8][C:6]=2[N:7]=1.[CH:18]1([C:21](Cl)=[O:22])[CH2:20][CH2:19]1>>[Cl:1][C:2]1[N:3]=[C:4]([N:12]2[CH2:17][CH2:16][O:15][CH2:14][CH2:13]2)[C:5]2[S:10][C:9]([NH:11][C:21]([CH:18]3[CH2:20][CH2:19]3)=[O:22])=[CH:8][C:6]=2[N:7]=1. Procedure details: 2-Chloro-4-morpholinothieno[3,2-d]pyrimidin-6-amine (40 mg) was reacted with 27 μL of cyclopropanecarbonyl chloride via General Procedure G to give N-(2-chloro-4-morpholinothieno[3,2-d]pyrimidin-6-yl)cyclopropanecarboxamide. Starting materials: BrC1=CC=C(C#N)C=C1 (4-bromobenzonitrile), C(C)(C)(C)OC(=O)N1[C@H](C[C@H](C1)O)C(=O)N1CCN(CCC1)C1CCC1 ((2R,4R)-2-(4-cyclobutyl-[1,4]diazepane-1-carbonyl)-4-hydroxy-pyrrolidine-1-carboxylic acid tert-butyl ester). Product: C(C)(C)(C)OC(=O)N1[C@H](C[C@H](C1)OC1=CC=C(C=C1)C#N)C(=O)N1CCN(CCC1)C1CCC1 ((2R,4R)-4-(4-Cyano-phenoxy)-2-(4-cyclobutyl-[1,4]diazepane-1-carbonyl)-pyrrolidine-1-carboxylic acid tert-butyl ester). RXN SMILES: Br[C:2]1[CH:9]=[CH:8][C:5]([C:6]#[N:7])=[CH:4][CH:3]=1.[C:10]([O:14][C:15]([N:17]1[CH2:21][C@H:20]([OH:22])[CH2:19][C@@H:18]1[C:23]([N:25]1[CH2:31][CH2:30][CH2:29][N:28]([CH:32]2[CH2:35][CH2:34][CH2:33]2)[CH2:27][CH2:26]1)=[O:24])=[O:16])([CH3:13])([CH3:12])[CH3:11]>>[C:10]([O:14][C:15]([N:17]1[CH2:21][C@H:20]([O:22][C:2]2[CH:9]=[CH:8][C:5]([C:6]#[N:7])=[CH:4][CH:3]=2)[CH2:19][C@@H:18]1[C:23]([N:25]1[CH2:31][CH2:30][CH2:29][N:28]([CH:32]2[CH2:33][CH2:34][CH2:35]2)[CH2:27][CH2:26]1)=[O:24])=[O:16])([CH3:13])([CH3:11])[CH3:12]. Procedure details: The title compound was prepared from 4-bromobenzonitrile and (2R,4R)-2-(4-cyclobutyl-[1,4]diazepane-1-carbonyl)-4-hydroxy-pyrrolidine-1-carboxylic acid tert-butyl ester as described for Example 59. MS (ESI): mass calcd. for C26H36N4O4, 468.27; m/z found, 469.4 [M+H]+. 1H NMR (CDCl3): 7.66-7.51 (m, 2H), 6.99-6.86 (m, 2H), 5.05-4.85 (m, 1H), 4.79-4.54 (m, 1H), 4.12-3.96 (m, 1H), 3.84-3.41 (m, 4H), 2.93-2.77 (m, 1H), 2.75-2.13 (m, 5H), 2.10-1.54 (m, 10H), 1.50-1.40 (m, 9H). The reactants are O=c1[nH]c(=O)c2cc(Br)cnc2[nH]1, C=CC(=O)OC(C)(C)C, CCC#N, CC(=O)[O-], CC(=O)[O-], CN(C)C=O, [Pd+2]. The product is CC(C)(C)OC(=O)C=Cc1cnc2[nH]c(=O)[nH]c(=O)c2c1. Reaction SMILES: [Br:1][c:2]1[cH:3][c:4]2[c:5]([nH:6][c:7](=[O:11])[nH:8][c:9]2=[O:10])[n:12][cH:13]1.[C:14]([CH:15]=[CH2:16])(=[O:17])[O:18][C:19]([CH3:20])([CH3:21])[CH3:22].[C:23](#[N:24])[CH2:25][CH3:26].[O-:33][C:34]([CH3:35])=[O:36].[O-:37][C:38]([CH3:39])=[O:40].[O:27]=[CH:28][N:29]([CH3:30])[CH3:31].[Pd+2:32]>>[c:2]1([CH:16]=[CH:15][C:14](=[O:17])[O:18][C:19]([CH3:20])([CH3:21])[CH3:22])[cH:3][c:4]2[c:5]([nH:6][c:7](=[O:11])[nH:8][c:9]2=[O:10])[n:12][cH:13]1. Reactants: C(C)(C)(C)C1=C(C=CC=C1)O (2-tert-butylphenol), [N+](=O)(O)[O-] (nitric acid). Run in O (water), CCCCCCC (heptane). Conditions: time 2 hour. Yields the product C(C)(C)(C)C1=C(C=CC(=C1)[N+](=O)[O-])O (2-tert-butyl-4-nitrophenol). Reaction SMILES: [C:1]([C:5]1[CH:10]=[CH:9][CH:8]=[CH:7][C:6]=1[OH:11])([CH3:4])([CH3:3])[CH3:2].[N+:12]([O-])([OH:14])=[O:13]>CCCCCCC.O>[C:1]([C:5]1[CH:10]=[C:9]([N+:12]([O-:14])=[O:13])[CH:8]=[CH:7][C:6]=1[OH:11])([CH3:4])([CH3:2])[CH3:3]. Reported procedure: To a vigorously stirred solution of 2-tert-butylphenol (10 g, 66.6 mmol) in heptane (67 ml) was added at a fast drip a solution of 70% nitric acid (4.25 ml, 66.6 mmol) diluted with water (4.25 ml). The resulting dark red/brown mixture was stirred vigorously for 2 h. The suspended solid was collected by filtration washed with hexane (300 mL), water (200 mL) and once again with hexane (200 mL) to give a cocoa colored powder that was dried to constant mass (4.65 g, 35.6%). The reactants are ClCCl, Cc1c([N+](=O)[O-])cc[n+]([O-])c1C, ClP(Cl)Cl, [Na+], [OH-], O. Yields the product Cc1nccc([N+](=O)[O-])c1C. Reaction SMILES: [CH2:20]([Cl:21])[Cl:22].[CH3:1][c:2]1[n+:3]([O-:12])[cH:4][cH:5][c:6]([N+:9](=[O:10])[O-:11])[c:7]1[CH3:8].[Cl:13][P:14]([Cl:15])[Cl:16].[Na+:19].[OH-:18].[OH2:17]>>[CH3:1][c:2]1[n:3][cH:4][cH:5][c:6]([N+:9](=[O:10])[O-:11])[c:7]1[CH3:8]. Reactants: C(C)OC(C(C)(C)OC1=C(C=C(C=C1)OCCC=1N=C(OC1C)C=1C=C(C=CC1)C1=CC=CC=C1)CC1CCCCC1)=O (2-{4-[2-(2-biphenyl-3-yl-5-methyloxazol-4-yl)-ethoxy]-2-cyclohexylmethyl-phenoxy}-2-methyl-propionic acid ethyl ester), [OH-].[Na+] (NaOH). Run in C(C)O (ethanol). Reaction conditions: temperature 55 celsius. Yields the product C1(=CC(=CC=C1)C=1OC(=C(N1)CCOC1=CC(=C(OC(C(=O)O)(C)C)C=C1)CC1CCCCC1)C)C1=CC=CC=C1 (2-{4-[2-(2-biphenyl-3-yl-5-methyloxazol-4-yl)-ethoxy]-2-cyclohexylmethyl-phenoxy}-2-methyl-propionic acid). RXN SMILES: C([O:3][C:4](=[O:43])[C:5]([O:8][C:9]1[CH:14]=[CH:13][C:12]([O:15][CH2:16][CH2:17][C:18]2[N:19]=[C:20]([C:24]3[CH:25]=[C:26]([C:30]4[CH:35]=[CH:34][CH:33]=[CH:32][CH:31]=4)[CH:27]=[CH:28][CH:29]=3)[O:21][C:22]=2[CH3:23])=[CH:11][C:10]=1[CH2:36][CH:37]1[CH2:42][CH2:41][CH2:40][CH2:39][CH2:38]1)([CH3:7])[CH3:6])C.[OH-].[Na+]>C(O)C>[C:26]1([C:30]2[CH:35]=[CH:34][CH:33]=[CH:32][CH:31]=2)[CH:27]=[CH:28][CH:29]=[C:24]([C:20]2[O:21][C:22]([CH3:23])=[C:18]([CH2:17][CH2:16][O:15][C:12]3[CH:13]=[CH:14][C:9]([O:8][C:5]([CH3:7])([CH3:6])[C:4]([OH:43])=[O:3])=[C:10]([CH2:36][CH:37]4[CH2:38][CH2:39][CH2:40][CH2:41][CH2:42]4)[CH:11]=3)[N:19]=2)[CH:25]=1 |f:1.2|. Reported procedure: A solution of 2-{4-[2-(2-biphenyl-3-yl-5-methyloxazol-4-yl)-ethoxy]-2-cyclohexylmethyl-phenoxy}-2-methyl-propionic acid ethyl ester (0.54 mmol) in ethanol (10 mL) was treated with 2.5 N aqueous NaOH (0.4 mL), and heated at 55° C. for 2 h. The reaction was cooled to ambient temperature and concentrated down to near dryness. The residue was then diluted with ethyl acetate (40 mL) and water (20 mL) and acidified to pH=1 with 1N aqueous HCl. The organic layer was washed with brine (20 mL), dried (Na... Starting materials: FC(C)(F)C=1OC=C(N1)CN1N=CC(=N1)N (2-((2-(1,1-difluoroethyl)oxazol-4-yl)methyl)-2H-1,2,3-triazol-4-amine), CC=1OC(=C(N1)C(=O)O)C=1C=C(C=CC1)C (2-methyl-5-m-tolyl-oxazole-4-carboxylic acid). Yields the product FC(C)(F)C=1OC=C(N1)CN1N=CC(=N1)NC(=O)C=1N=C(OC1C=1C=C(C=CC1)C)C (N-(2-((2-(1,1-Difluoroethyl)oxazol-4-yl)methyl)-2H-1,2,3-triazol-4-yl)-2-methyl-5-(m-tolyl)oxazole-4-carboxamide). RXN SMILES: [F:1][C:2]([C:5]1[O:6][CH:7]=[C:8]([CH2:10][N:11]2[N:15]=[C:14]([NH2:16])[CH:13]=[N:12]2)[N:9]=1)([F:4])[CH3:3].[CH3:17][C:18]1[O:19][C:20]([C:26]2[CH:27]=[C:28]([CH3:32])[CH:29]=[CH:30][CH:31]=2)=[C:21]([C:23](O)=[O:24])[N:22]=1>>[F:4][C:2]([C:5]1[O:6][CH:7]=[C:8]([CH2:10][N:11]2[N:15]=[C:14]([NH:16][C:23]([C:21]3[N:22]=[C:18]([CH3:17])[O:19][C:20]=3[C:26]3[CH:27]=[C:28]([CH3:32])[CH:29]=[CH:30][CH:31]=3)=[O:24])[CH:13]=[N:12]2)[N:9]=1)([F:1])[CH3:3]. Procedure details: Following general procedure A, starting from 2-((2-(1,1-difluoroethyl)oxazol-4-yl)methyl)-2H-1,2,3-triazol-4-amine and 2-methyl-5-m-tolyl-oxazole-4-carboxylic acid. Starting materials: CN(Cl)C (N,N-dimethylchloramine), Cl (hydrochloric acid), [Cl-].[Al+3].[Cl-].[Cl-] (aluminum chloride), C(C)OCC (diethyl ether), C(C)OCC (diethyl ether), C=CCCCCCCCCCCCC (1-tetradecene). Run in O (water), C(Cl)Cl (methylene chloride). Run at temperature -35 celsius, time 5 minute. The product is C(CCCCCCCCCCCCC)N (tetradecyl amine). The yield is 6.7%. As a reaction SMILES: C[N:2]([CH3:4])Cl.[Cl-].[Al+3].[Cl-].[Cl-].C(OCC)C.[CH2:14]=[CH:15][CH2:16][CH2:17][CH2:18][CH2:19][CH2:20][CH2:21][CH2:22][CH2:23][CH2:24][CH2:25][CH2:26]C.Cl>C(Cl)Cl.O>[CH2:4]([NH2:2])[CH2:26][CH2:25][CH2:24][CH2:23][CH2:22][CH2:21][CH2:20][CH2:19][CH2:18][CH2:17][CH2:16][CH2:15][CH3:14] |f:1.2.3.4|. Reported procedure: To a reactor of the type used in Example 1 is charged a cold solution of N,N-dimethylchloramine (0.87 moles), chilled to -77° C, in 300 ml of methylene chloride, followed by aluminum chloride (0.3 moles). The mixture is stirred for 5 minutes and then diethyl ether (0.4 moles) is added. After stirring for an additional 5 minutes, an additional portion of diethyl ether (0.4 moles) and 1-tetradecene (0.3 mol) is added to the stirred solution. The chilled reaction mixture is heated to -35° C and the...